This data is from the Open Reaction Database (ORD), a public repository of structured organic reaction records. The task is: describe an organic reaction: reactants, conditions, products, and yield As a reaction SMILES: [CH3:1][c:2]1[cH:3][c:4]2[cH:5][cH:6][n:7][cH:8][c:9]2[cH:10][cH:11]1.[K+:12].[Na+:18].[O-:13][N+:14]([O-:15])=[O:16].[OH-:17].[S:19](=[O:20])(=[O:21])([OH:22])[OH:23]>>[CH3:1][c:2]1[c:3]([N+:14](=[O:13])[O-:15])[c:4]2[cH:5][cH:6][n:7][cH:8][c:9]2[cH:10][cH:11]1. Starting materials: Cc1ccc2cnccc2c1, [K+], [Na+], O=[N+]([O-])[O-], [OH-], O=S(=O)(O)O. The product is Cc1ccc2cnccc2c1[N+](=O)[O-]. Reactants: C(C1=CC=CC=C1)OC=1C(C=C(OC1)C(F)F)=O (5-benzyloxy-2-difluoromethyl-pyran-4-one), C1(CC1)N (cyclopropylamine). The solvent is CO (methanol), ClCCl (dichloromethane), CCOCC (ether). Conditions: time 7.5 hour. Product: C(C1=CC=CC=C1)OC=1C(C=C(N(C1)C1CC1)C(F)F)=O (5-Benzyloxy-1-cyclopropyl-2-difluoromethyl-1H-pyridin-4-one). Isolated yield 35.6%. Reaction SMILES: [CH2:1]([O:8][C:9]1[C:10](=[O:18])[CH:11]=[C:12]([CH:15]([F:17])[F:16])O[CH:14]=1)[C:2]1[CH:7]=[CH:6][CH:5]=[CH:4][CH:3]=1.[CH:19]1([NH2:22])[CH2:21][CH2:20]1>CO.ClCCl.CCOCC>[CH2:1]([O:8][C:9]1[C:10](=[O:18])[CH:11]=[C:12]([CH:15]([F:16])[F:17])[N:22]([CH:19]2[CH2:21][CH2:20]2)[CH:14]=1)[C:2]1[CH:3]=[CH:4][CH:5]=[CH:6][CH:7]=1. Reported procedure: A mixture of 5-benzyloxy-2-difluoromethyl-pyran-4-one (4.0 g, 15.8 mmol) and cyclopropylamine (3.6 mL, 47.5 mmol) in methanol (40 mL) was stirred at room temperature for 7.5 hrs. The reaction mixture was concentrated in vacuo to obtain an oil. The oil was diluted with dichloromethane and ether, and a solid precipitated out. The solid was collected by suction filtration to afford 1.64 g of the title compound as the first crop. The filtrate was concentrated and then purified by column chromatograp...